From a dataset of the Open Reaction Database (ORD), a public repository of structured organic reaction records. describe an organic reaction: reactants, conditions, products, and yield The reactants are C(C)(=O)N[C@@H](CCCCNC(C)=O)C(=O)O (N,N'-diacetyl-L-lysine), CC([O-])C.[Al+3].CC([O-])C.CC([O-])C (aluminium isopropoxide), [OH-].[Mg+2].[OH-] (Magnesium hydroxide). Run in O (water), C(C)(C)O (isopropanol), O (water). Run at time 30 minute. Yields the product [Mg].[Al] (aluminium magnesium salt), C(C)(=O)N[C@@H](CCCCNC(C)=O)C(=O)O (N,N'-diacetyl-L-lysine). The yield is 436.7%. As a reaction SMILES: [OH-].[Mg+2:2].[OH-].[C:4]([NH:7][C@H:8]([C:17]([OH:19])=[O:18])[CH2:9][CH2:10][CH2:11][CH2:12][NH:13][C:14](=[O:16])[CH3:15])(=[O:6])[CH3:5].CC(C)[O-].[Al+3:24].CC(C)[O-].CC(C)[O-]>O.C(O)(C)C>[Mg:2].[Al:24].[C:4]([NH:7][C@H:8]([C:17]([OH:19])=[O:18])[CH2:9][CH2:10][CH2:11][CH2:12][NH:13][C:14](=[O:16])[CH3:15])(=[O:6])[CH3:5] |f:0.1.2,4.5.6.7,10.11|. Procedure: Magnesium hydroxide (3.5 g.) in water (6 cc.) is added to a solution, heated to 60° C, of N,N'-diacetyl-L-lysine (55.2 g.) and water (360 cc.), and then the reaction mixture is kept at 60° C for 30 minutes with stirring. A suspension of aluminium isopropoxide (24.5 g.) in isopropanol (30 cc.) is then added with stirring and while keeping the temperature at 60° C. The isopropanol is removed by distillation under reduced pressure (25 mm Hg). The reaction mixture is then filtered in order to remove... Starting materials: Clc1nc(Cl)c2ncc(Br)cc2n1, C1COCCN1, ClCCl. The product is Clc1nc(N2CCOCC2)c2ncc(Br)cc2n1. Reaction SMILES: [Br:1][c:2]1[cH:3][c:4]2[n:5][c:6]([Cl:13])[n:7][c:8]([Cl:12])[c:9]2[n:10][cH:11]1.[CH2:14]1[CH2:15][O:16][CH2:17][CH2:18][NH:19]1.[Cl:20][CH2:21][Cl:22]>>[Br:1][c:2]1[cH:3][c:4]2[n:5][c:6]([Cl:13])[n:7][c:8]([N:19]3[CH2:14][CH2:15][O:16][CH2:17][CH2:18]3)[c:9]2[n:10][cH:11]1.